Dataset: the Open Reaction Database (ORD), a public repository of structured organic reaction records. Task: describe an organic reaction: reactants, conditions, products, and yield Reactants: CO, CC(C)N1CCC(N(CC(F)(F)F)S(=O)(=O)CCN2C(=O)c3ccccc3C2=O)CC1. Product: CC(C)N1CCC(N(CC(F)(F)F)S(=O)(=O)CCN)CC1. As a reaction SMILES: [CH3:32][OH:33].[CH:1]([CH3:2])([CH3:3])[N:4]1[CH2:5][CH2:6][CH:7]([N:10]([S:11](=[O:12])(=[O:13])[CH2:14][CH2:15][N:16]2[C:17](=[O:18])[c:19]3[c:20]([cH:21][cH:22][cH:23][cH:24]3)[C:25]2=[O:26])[CH2:27][C:28]([F:29])([F:30])[F:31])[CH2:8][CH2:9]1>>[CH:1]([CH3:2])([CH3:3])[N:4]1[CH2:5][CH2:6][CH:7]([N:10]([S:11](=[O:12])(=[O:13])[CH2:14][CH2:15][NH2:16])[CH2:27][C:28]([F:29])([F:30])[F:31])[CH2:8][CH2:9]1.